From a dataset of the Open Reaction Database (ORD), a public repository of structured organic reaction records. describe an organic reaction: reactants, conditions, products, and yield The reactants are [N+](=O)([O-])C1=CC=C(C=C1)C=C (p-nitrophenylethylene), BrCCC1=CC=C(C=C1)[N+](=O)[O-] (1-bromo-2-(p-nitrophenyl)ethane). The product is [N+](=O)([O-])C1=CC=C(C=C1)CC=O (p-Nitrophenylacetaldehyde), [N+](=O)([O-])C1=CC=C(C=C1)C=C (p-nitrophenylethylene). Reaction SMILES: [N+:1]([C:4]1[CH:9]=[CH:8][C:7]([CH:10]=[CH2:11])=[CH:6][CH:5]=1)([O-:3])=[O:2].Br[CH2:13][CH2:14][C:15]1[CH:20]=[CH:19][C:18]([N+:21]([O-:23])=[O:22])=[CH:17][CH:16]=1>>[N+:1]([C:4]1[CH:9]=[CH:8][C:7]([CH2:10][CH:11]=[O:22])=[CH:6][CH:5]=1)([O-:3])=[O:2].[N+:21]([C:18]1[CH:19]=[CH:20][C:15]([CH:14]=[CH2:13])=[CH:16][CH:17]=1)([O-:23])=[O:22]. Procedure: p-Nitrophenylacetaldehyde was prepared by the method described in Lethbridge et al., J. Chem. Soc. Perkin I, 35 1973) from p-nitrophenylethylene. The p-nitrophenylethylene was prepared by the method described in Strassburg et al., J. Am. Chem. Soc. 69:2142 (1947) from 1-bromo-2-(p-nitrophenyl)ethane commercially obtainable from Aldrich Chemical Co., Milwaukee, Wis.). Reactants: N1C=NC=C1 (imidazole), C1(CCC(CC1)O)O (1,4-cyclohexanediol), [Si](C)(C)(C(C)(C)C)Cl (tert-butyldimethylsilyl chloride). Run in O1CCCC1 (tetrahydrofuran), CN(C=O)C (N,N-dimethylformamide), [Cl-].[Na+].O (brine). Yields the product C(C)(C)(C)[Si](OC1CCC(CC1)O)(C)C (4-(tert-butyl-dimethyl-silanyloxy)-cyclohexanol). The yield is 65.6%. Reaction SMILES: [Si:1](Cl)([C:4]([CH3:7])([CH3:6])[CH3:5])([CH3:3])[CH3:2].[CH:9]1([OH:16])[CH2:14][CH2:13][CH:12]([OH:15])[CH2:11][CH2:10]1.N1C=CN=C1>CN(C)C=O.O1CCCC1.[Cl-].[Na+].O>[C:4]([Si:1]([CH3:3])([CH3:2])[O:15][CH:12]1[CH2:13][CH2:14][CH:9]([OH:16])[CH2:10][CH2:11]1)([CH3:7])([CH3:6])[CH3:5] |f:5.6.7|. Procedure: A solution of tert-butyldimethylsilyl chloride (1.5 g, 9.9 mmol) in anhydrous N,N-dimethylformamide (5 mL) was added, dropwise, at 0° C., to a solution of 1,4-cyclohexanediol (1.0 g, 8.6 mmol) and imidazole (1.5 g, 22.0 mmol) in anhydrous tetrahydrofuran (5 mL). After completion of the addition brine was added and the resulting mixture was extracted 3 times with ethyl acetate. The combined organic extracts were washed with water and brine, dried over anhydrous sodium sulfate, filtered and evapor... The reactants are N1CCC(CC1)CC1=CC=CC=2NC(COC21)=O (8-(piperidin-4-ylmethyl)-4H-benzo[1,4]oxazin-3-one), CS(=O)(=O)OCCOC1=C2C=NC(=NC2=CC=C1)C (5-(2-(methanesulphonyloxy)ethoxy)-2-methylquinazoline). The product is CC1=NC2=CC=CC(=C2C=N1)OCCN1CCC(CC1)CC1=CC=CC=2NC(COC21)=O (8-{1-[2-(2-Methylquinazolin-5-yloxy)ethyl]piperidin-4-ylmethyl}-4H-benzo[1,4]oxazin-3-one). Reaction SMILES: [NH:1]1[CH2:6][CH2:5][CH:4]([CH2:7][C:8]2[C:17]3[O:16][CH2:15][C:14](=[O:18])[NH:13][C:12]=3[CH:11]=[CH:10][CH:9]=2)[CH2:3][CH2:2]1.CS(O[CH2:24][CH2:25][O:26][C:27]1[CH:36]=[CH:35][CH:34]=[C:33]2[C:28]=1[CH:29]=[N:30][C:31]([CH3:37])=[N:32]2)(=O)=O>>[CH3:37][C:31]1[N:30]=[CH:29][C:28]2[C:33](=[CH:34][CH:35]=[CH:36][C:27]=2[O:26][CH2:25][CH2:24][N:1]2[CH2:6][CH2:5][CH:4]([CH2:7][C:8]3[C:17]4[O:16][CH2:15][C:14](=[O:18])[NH:13][C:12]=4[CH:11]=[CH:10][CH:9]=3)[CH2:3][CH2:2]2)[N:32]=1. Procedure details: The title compound was prepared from 8-(piperidin-4-ylmethyl)-4H-benzo[1,4]oxazin-3-one and 5-(2-(methanesulphonyloxy)ethoxy)-2-methylquinazoline in a similar manner to Example 1. Reactants: C1(CC1)C=1C(=CC(=NC1)C(=O)O)OCC(F)(F)F (5-Cyclopropyl-4-(2,2,2-trifluoro-ethoxy)-pyridine-2-carboxylic acid), Cl.FC1(C[C@@H](NC1)C(=O)N)F ((R)-4,4-difluoropyrrolidine-2-carboxamide hydrochloride). The product is C1(CC1)C=1C(=CC(=NC1)C(=O)N1[C@@H](CC(C1)(F)F)C(=O)N)OCC(F)(F)F ((2S)-1-[5-cyclopropyl-4-(2,2,2-trifluoroethoxy)pyridine-2-carbonyl]-4,4-difluoropyrrolidine-2-carboxamide). Reaction SMILES: [CH:1]1([C:4]2[C:5]([O:13][CH2:14][C:15]([F:18])([F:17])[F:16])=[CH:6][C:7]([C:10]([OH:12])=O)=[N:8][CH:9]=2)[CH2:3][CH2:2]1.Cl.[F:20][C:21]1([F:29])[CH2:25][NH:24][C@@H:23]([C:26]([NH2:28])=[O:27])[CH2:22]1>>[CH:1]1([C:4]2[C:5]([O:13][CH2:14][C:15]([F:18])([F:17])[F:16])=[CH:6][C:7]([C:10]([N:24]3[CH2:25][C:21]([F:29])([F:20])[CH2:22][C@H:23]3[C:26]([NH2:28])=[O:27])=[O:12])=[N:8][CH:9]=2)[CH2:2][CH2:3]1 |f:1.2|. Procedure: The title compound was synthesized in analogy to Example 112e, using 5-Cyclopropyl-4-(2,2,2-trifluoro-ethoxy)-pyridine-2-carboxylic acid (Example 48c) and (R)-4,4-difluoropyrrolidine-2-carboxamide hydrochloride (CAN 719267-96-6) as starting materials and isolated (33 mg, 44%); MS (ESI, m/z): 394.5 (M+H+). The reactants are CC(=O)CSC(C)(C)C, COC(C)(C)C, Cc1ccccc1, CS(C)=O, C1=CC2NCCCN2CCC1, CCCCCCCCCCCCOP([O-])OCCCCCCCCCCCC. Yields the product CCCCCCCCCCCCOP(=O)(OCCCCCCCCCCCC)C(C)(O)CSC(C)(C)C. Reaction SMILES: [C:46]([CH3:47])([CH3:48])([CH3:49])[S:50][CH2:51][C:52]([CH3:53])=[O:54].[CH3:29][O:30][C:31]([CH3:32])([CH3:33])[CH3:34].[CH3:55][c:56]1[cH:57][cH:58][cH:59][cH:60][cH:61]1.[CH3:62][S:63](=[O:64])[CH3:65].[N:35]12[CH2:36][CH2:37][CH2:38][NH:39][CH:40]1[CH:41]=[CH:42][CH2:43][CH2:44][CH2:45]2.[P:1]([O:2][CH2:3][CH2:4][CH2:5][CH2:6][CH2:7][CH2:8][CH2:9][CH2:10][CH2:11][CH2:12][CH2:13][CH3:14])([O:15][CH2:16][CH2:17][CH2:18][CH2:19][CH2:20][CH2:21][CH2:22][CH2:23][CH2:24][CH2:25][CH2:26][CH3:27])[O-:28]>>[P:1]([O:2][CH2:3][CH2:4][CH2:5][CH2:6][CH2:7][CH2:8][CH2:9][CH2:10][CH2:11][CH2:12][CH2:13][CH3:14])([O:15][CH2:16][CH2:17][CH2:18][CH2:19][CH2:20][CH2:21][CH2:22][CH2:23][CH2:24][CH2:25][CH2:26][CH3:27])(=[O:28])[C:52]([CH2:51][S:50][C:46]([CH3:47])([CH3:48])[CH3:49])([CH3:53])[OH:54]. The reactants are COC=1C=CC=C2CCC(CC12)C(=O)O (8-methoxy-1,2,3,4-tetrahydronaphthalene-2-carboxylic acid), B.CSC (borane dimethyl sulphide). Solvent: O1CCCC1 (tetrahydrofuran). Conditions: time 16 hour. Yields the product COC=1C=CC=C2CCC(CC12)CO (1-(8-methoxy-1,2,3,4-tetrahydronaphth-2-yl)methanol). Yield: 81.5%. Reaction SMILES: [CH3:1][O:2][C:3]1[CH:4]=[CH:5][CH:6]=[C:7]2[C:12]=1[CH2:11][CH:10]([C:13](O)=[O:14])[CH2:9][CH2:8]2.B.CSC>O1CCCC1>[CH3:1][O:2][C:3]1[CH:4]=[CH:5][CH:6]=[C:7]2[C:12]=1[CH2:11][CH:10]([CH2:13][OH:14])[CH2:9][CH2:8]2 |f:1.2|. Reported procedure: A solution of 8-methoxy-1,2,3,4-tetrahydronaphthalene-2-carboxylic acid (5 g) in tetrahydrofuran (50 ml) was brought to reflux temperature under nitrogen and borane-dimethyl sulphide complex (10M solution in dimethyl sulphide; 5 ml) was added dropwise. The mixture was then heated under gentle reflux for 5 hours, allowed to stand at ambient temperature for 16 hours, then cooled in ice and quenched by the cautious addition of water. The mixture was then acidified by the addition of 5M hydrochloric...